Dataset: the Open Reaction Database (ORD), a public repository of structured organic reaction records. Task: describe an organic reaction: reactants, conditions, products, and yield The reactants are O=Cc1cc(Br)cs1, Cc1cc(C(C)(C)C)c(O)c(C(C)(C)C)c1, CCCCCCCCCCC=C[Sn](CCCC)(CCCC)CCCC, Cc1ccccc1. Yields the product CCCCCCCCCCC=Cc1csc(C=O)c1. Reaction SMILES: [Br:1][c:2]1[cH:3][c:4]([CH:7]=[O:8])[s:5][cH:6]1.[C:9]([c:10]1[cH:11][c:12]([CH3:13])[cH:14][c:15]([C:16]([CH3:17])([CH3:18])[CH3:19])[c:20]1[OH:21])([CH3:22])([CH3:23])[CH3:24].[CH2:25]([Sn:26]([CH2:27][CH2:28][CH2:29][CH3:42])([CH:30]=[CH:31][CH2:32][CH2:33][CH2:34][CH2:35][CH2:36][CH2:37][CH2:38][CH2:39][CH2:40][CH3:41])[CH2:43][CH2:44][CH2:45][CH3:46])[CH2:47][CH2:48][CH3:49].[CH3:50][c:51]1[cH:52][cH:53][cH:54][cH:55][cH:56]1>>[c:2]1([CH:30]=[CH:31][CH2:32][CH2:33][CH2:34][CH2:35][CH2:36][CH2:37][CH2:38][CH2:39][CH2:40][CH3:41])[cH:3][c:4]([CH:7]=[O:8])[s:5][cH:6]1. Reactants: ClC=1C=CC(=C(C1)C1=CC(N(C=C1OC)C(C(=O)NC1=CC=C(C(=O)OC(C)(C)C)C=C1)C)=O)OC(F)F (tert-butyl 4-[(2-{4-[5-chloro-2-(difluoromethoxy)phenyl]-5-methoxy-2-oxopyridin-1(2H)-yl}propanoyl)amino]benzoate), C(=O)(C(F)(F)F)O (TFA). The product is ClC=1C=CC(=C(C1)C1=CC(N(C=C1OC)C(C(=O)NC1=CC=C(C(=O)O)C=C1)C)=O)OC(F)F (4-[(2-{4-[5-Chloro-2-(difluoromethoxy)phenyl]-5-methoxy-2-oxopyridin-1(2H)-yl}propanoyl)amino]benzoic acid). As a reaction SMILES: [Cl:1][C:2]1[CH:3]=[CH:4][C:5]([O:35][CH:36]([F:38])[F:37])=[C:6]([C:8]2[C:13]([O:14][CH3:15])=[CH:12][N:11]([CH:16]([CH3:33])[C:17]([NH:19][C:20]3[CH:32]=[CH:31][C:23]([C:24]([O:26]C(C)(C)C)=[O:25])=[CH:22][CH:21]=3)=[O:18])[C:10](=[O:34])[CH:9]=2)[CH:7]=1.C(O)(C(F)(F)F)=O>>[Cl:1][C:2]1[CH:3]=[CH:4][C:5]([O:35][CH:36]([F:38])[F:37])=[C:6]([C:8]2[C:13]([O:14][CH3:15])=[CH:12][N:11]([CH:16]([CH3:33])[C:17]([NH:19][C:20]3[CH:32]=[CH:31][C:23]([C:24]([OH:26])=[O:25])=[CH:22][CH:21]=3)=[O:18])[C:10](=[O:34])[CH:9]=2)[CH:7]=1. Reported procedure: 47 mg (0.09 mmol) of tert-butyl 4-[(2-{4-[5-chloro-2-(difluoromethoxy)phenyl]-5-methoxy-2-oxopyridin-1(2H)-yl}propanoyl)amino]benzoate (racemate) were hydrolysed with TFA according to General Method 2. Yield: 33 mg (78% of theory) Reactants: ClC1=NC(=NC(=C1[N+](=O)[O-])Cl)SC (4,6-dichloro-5-nitro-2-methylthiopyrimidine), C([O-])([O-])=O.[Cs+].[Cs+] (cesium carbonate), OC=1C=C(C#N)C=CC1OCC1=CC=CC=C1 (3-hydroxy-4-benzyloxybenzonitrile). Solvent: C(C)#N (acetonitrile). Reaction conditions: time 16 hour. The product is CSC1=NC(=C(C(=N1)Cl)[N+](=O)[O-])OC1=C(C=CC(=C1)C#N)OCC1=CC=CC=C1 (2-methylthio-4-chloro-5-nitro-6-(2-benzyloxy-5-cyanophenoxy)pyrimidine). The yield is 56.1%. As a reaction SMILES: Cl[C:2]1[C:7]([N+:8]([O-:10])=[O:9])=[C:6]([Cl:11])[N:5]=[C:4]([S:12][CH3:13])[N:3]=1.C(=O)([O-])[O-].[Cs+].[Cs+].[OH:20][C:21]1[CH:22]=[C:23]([CH:26]=[CH:27][C:28]=1[O:29][CH2:30][C:31]1[CH:36]=[CH:35][CH:34]=[CH:33][CH:32]=1)[C:24]#[N:25]>C(#N)C>[CH3:13][S:12][C:4]1[N:5]=[C:6]([Cl:11])[C:7]([N+:8]([O-:10])=[O:9])=[C:2]([O:20][C:21]2[CH:22]=[C:23]([C:24]#[N:25])[CH:26]=[CH:27][C:28]=2[O:29][CH2:30][C:31]2[CH:32]=[CH:33][CH:34]=[CH:35][CH:36]=2)[N:3]=1 |f:1.2.3|. Procedure details: To 4,6-dichloro-5-nitro-2-methylthiopyrimidine (5.0 g, 20.8 mmol) in 200 mL acetonitrile at 0° C. was added cesium carbonate (8.82 g, 27.1 mmol) followed by the addition of 3-hydroxy-4-benzyloxybenzonitrile (4.69 g, 20.8 mmol), and the resulting reaction mixture was stirred for 16 hours. The volatiles were evaporated and the residue chromatographed on silica gel (hexane/ethyl acetate, 2:1) to afford 5.0 g of 2-methylthio-4-chloro-5-nitro-6-(2-benzyloxy-5-cyanophenoxy)pyrimidine, a compound of fo... Starting materials: O=C([O-])O, ClCCl, C[Mg+], CCOCC, [Cl-], [I-], [NH4+], [Na+], O, c1ccc(C(c2ccccc2)N2CCNCC2)cc1, Cc1cc(-c2ccccc2)oc1C=O. The product is Cc1cc(-c2ccccc2)oc1CCN1CCN(C(c2ccccc2)c2ccccc2)CC1. Reaction SMILES: [C:39](=[O:40])([OH:41])[O-:42].[CH2:45]([Cl:46])[Cl:47].[CH3:35][Mg+:36].[CH3:48][CH2:49][O:50][CH2:51][CH3:52].[Cl-:37].[I-:34].[NH4+:38].[Na+:43].[OH2:44].[c:15]1([CH:21]([c:22]2[cH:23][cH:24][cH:25][cH:26][cH:27]2)[N:28]2[CH2:29][CH2:30][NH:31][CH2:32][CH2:33]2)[cH:16][cH:17][cH:18][cH:19][cH:20]1.[c:1]1(-[c:7]2[o:8][c:9]([CH:13]=[O:14])[c:10]([CH3:12])[cH:11]2)[cH:2][cH:3][cH:4][cH:5][cH:6]1>>[c:1]1(-[c:7]2[o:8][c:9]([CH2:13][CH2:39][N:31]3[CH2:30][CH2:29][N:28]([CH:21]([c:15]4[cH:16][cH:17][cH:18][cH:19][cH:20]4)[c:22]4[cH:23][cH:24][cH:25][cH:26][cH:27]4)[CH2:33][CH2:32]3)[c:10]([CH3:12])[cH:11]2)[cH:2][cH:3][cH:4][cH:5][cH:6]1. Starting materials: CCOC(=O)c1[nH]c(C)c(-c2ccnc(NC(C)C)n2)c1C, CO, Cl, [Na+], [OH-]. RXN SMILES: [CH2:1]([CH3:2])[O:3][C:4](=[O:5])[c:6]1[nH:7][c:8]([CH3:22])[c:9](-[c:12]2[n:13][c:14]([NH:18][CH:19]([CH3:20])[CH3:21])[n:15][cH:16][cH:17]2)[c:10]1[CH3:11].[CH3:26][OH:27].[ClH:25].[Na+:24].[OH-:23]>>[O:3]=[C:4]([OH:5])[c:6]1[nH:7][c:8]([CH3:22])[c:9](-[c:12]2[n:13][c:14]([NH:18][CH:19]([CH3:20])[CH3:21])[n:15][cH:16][cH:17]2)[c:10]1[CH3:11]. The product is Cc1[nH]c(C(=O)O)c(C)c1-c1ccnc(NC(C)C)n1. As a reaction SMILES: [CH3:1][C:2]1[N:7]2[N:8]=[C:9]([CH2:11][CH2:12][C:13]3[NH:14][CH:15]=[C:16]([C:18]4[S:19][CH:20]=[CH:21][CH:22]=4)[N:17]=3)[N:10]=[C:6]2[CH:5]=[CH:4][CH:3]=1.[CH2:23]([C@@H:25]1[O:27][CH2:26]1)[Cl:24]>ClCCCl>[Cl:24][CH2:23][C@H:25]([OH:27])[CH2:26][N:14]1[CH:15]=[C:16]([C:18]2[S:19][CH:20]=[CH:21][CH:22]=2)[N:17]=[C:13]1[CH2:12][CH2:11][C:9]1[N:10]=[C:6]2[CH:5]=[CH:4][CH:3]=[C:2]([CH3:1])[N:7]2[N:8]=1. Conditions: temperature 100 celsius, time 16 hour. Yields the product ClC[C@@H](CN1C(=NC(=C1)C=1SC=CC1)CCC1=NN2C(C=CC=C2C)=N1)O ((R)-1-Chloro-3-{2-[2-(5-methyl-[1,2,4]triazolo[1,5-a]pyridin-2-yl)-ethyl]-4-thiophen-2-yl-imidazol-1-yl}-propan-2-ol). Starting materials: CC1=CC=CC=2N1N=C(N2)CCC=2NC=C(N2)C=2SC=CC2 (5-Methyl-2-[2-(4-thiophen-2-yl-1H-imidazol-2-yl)-ethyl]-[1,2,4]triazolo[1,5-a]pyridine), C(Cl)[C@H]1CO1 ((R)-(−)-epichlorohydrin). Solvent: ClCCCl (1,2-dichloroethane). Yield: 6.0%. Reported procedure: To a solution of 5-Methyl-2-[2-(4-thiophen-2-yl-1H-imidazol-2-yl)-ethyl]-[1,2,4]triazolo[1,5-a]pyridine (48 mg, 0.16 mmol) in 1,2-dichloroethane (1.5 mL) was added (R)-(−)-epichlorohydrin (80 μL, 1.00 mmol), the reaction vessel was capped and stirred at 100° C. for 16 hours. The volatiles were removed in vacuo and the residue purified by preparative LC-MS to yield the title compound. 6% yield, LC-MS: m/z=402.1 (MH+), tR=0.49 minutes, method B.